This data is from the Open Reaction Database (ORD), a public repository of structured organic reaction records. The task is: describe an organic reaction: reactants, conditions, products, and yield Reactants: COC(CN(C1=CC=C(C=C1)OC)S(=O)(=O)C=1SC=CC1C=O)=O (N-[(3-formyl-2-thienyl)sulfonyl]-N-(4-methoxyphenyl)-glycine Methyl Ester), C1CCC2=NCCCN2CC1 (DBU). Solvent: C(C)(=O)OCC (ethyl acetate). Yields the product COC1=CC=C(C=C1)N1S(C2=C(C=C1C(=O)OC)C=CS2)(=O)=O (Methyl 2-(4-methoxyphenyl)-2H-thieno[3,2-e]-1,2-thiazine-3-carboxylate 1,1-dioxide). The yield is 54.9%. Reaction SMILES: [CH3:1][O:2][C:3](=[O:24])[CH2:4][N:5]([S:14]([C:17]1[S:18][CH:19]=[CH:20][C:21]=1[CH:22]=O)(=[O:16])=[O:15])[C:6]1[CH:11]=[CH:10][C:9]([O:12][CH3:13])=[CH:8][CH:7]=1.C1CCN2C(=NCCC2)CC1>C(OCC)(=O)C>[CH3:13][O:12][C:9]1[CH:10]=[CH:11][C:6]([N:5]2[C:4]([C:3]([O:2][CH3:1])=[O:24])=[CH:22][C:21]3[CH:20]=[CH:19][S:18][C:17]=3[S:14]2(=[O:16])=[O:15])=[CH:7][CH:8]=1. Procedure details: A mixture of the product from Step B (3.67 g, 9.95 mmol), DBU (1.0 mL) and molecular sieves (1.5 g) in ethyl acetate (100 mL) was heated at reflux temperature for 4 h, cooled to room temperature, washed with 2N HCl (50 mL) and brine (50 mL), and dried (MgSO4). Evaporation of the solvent provided the desired ester (1.92 g) as an oil which was used without further purification. Starting materials: BrCC1=C(C(=O)OCC)C=CN=C1Cl (ethyl 3-(bromomethyl)-2-chloroisonicotinate), Cl.FC(COC1=C(C=C(C=C1)C(C)N)C)(C)F (1-(4-(2,2-difluoropropoxy)-3-methylphenyl)ethanamine hydrochloride). The product is ClC1=NC=CC2=C1CN(C2=O)C(C)C2=CC(=C(C=C2)OCC(C)(F)F)C (4-chloro-2-(1-(4-(2,2-difluoropropoxy)-3-methylphenyl)ethyl)-2,3-dihydro-1H-pyrrolo[3,4-c]pyridin-1-one). Isolated yield 76.0%. As a reaction SMILES: Br[CH2:2][C:3]1[C:13]([Cl:14])=[N:12][CH:11]=[CH:10][C:4]=1[C:5]([O:7]CC)=O.Cl.[F:16][C:17]([F:31])([CH3:30])[CH2:18][O:19][C:20]1[CH:25]=[CH:24][C:23]([CH:26]([NH2:28])[CH3:27])=[CH:22][C:21]=1[CH3:29]>>[Cl:14][C:13]1[C:3]2[CH2:2][N:28]([CH:26]([C:23]3[CH:24]=[CH:25][C:20]([O:19][CH2:18][C:17]([F:16])([F:31])[CH3:30])=[C:21]([CH3:29])[CH:22]=3)[CH3:27])[C:5](=[O:7])[C:4]=2[CH:10]=[CH:11][N:12]=1 |f:1.2|. Procedure: The title compound is prepared in 76% yield (437 mg, yellow oil) from ethyl 3-(bromomethyl)-2-chloroisonicotinate (419 mg, 1.51 mmol, Step-1 of Intermediate-1) and 1-(4-(2,2-difluoropropoxy)-3-methylphenyl)ethanamine hydrochloride (400 mg, 1.51 mmol, Amine-81, single enantiomer) in a similar manner to Intermediate-2. Starting materials: BrC1=C(C(=CC=C1)F)F (1-bromo-2,3-difluorobenzene), C(CCC)[Li] (n-butyllithium), C(C1=CC=CC=C1)N1CC(CC1)=O (1-benzylpyrrolidin-3-one), [Cl-].[NH4+] (ammonium chloride). The solvent is C(C)OCC (diethyl ether), C(C)OCC (diethyl ether). Reaction conditions: temperature -78 celsius, time 1 hour. Yields the product C(C1=CC=CC=C1)N1CC(CC1)(O)C1=C(C(=CC=C1)F)F ((−)-1-BENZYL-3-(2,3-DIFLUOROPHENYL)PYRROLIDIN-3-OL). As a reaction SMILES: Br[C:2]1[CH:7]=[CH:6][CH:5]=[C:4]([F:8])[C:3]=1[F:9].C([Li])CCC.[CH2:15]([N:22]1[CH2:26][CH2:25][C:24](=[O:27])[CH2:23]1)[C:16]1[CH:21]=[CH:20][CH:19]=[CH:18][CH:17]=1.[Cl-].[NH4+]>C(OCC)C>[CH2:15]([N:22]1[CH2:26][CH2:25][C:24]([C:2]2[CH:7]=[CH:6][CH:5]=[C:4]([F:8])[C:3]=2[F:9])([OH:27])[CH2:23]1)[C:16]1[CH:17]=[CH:18][CH:19]=[CH:20][CH:21]=1 |f:3.4|. Procedure: To a solution of 1-bromo-2,3-difluorobenzene (5.79 g, 30 mmol) in dry diethyl ether (50 mL) under nitrogen at −78° C., was added dropwise n-butyllithium (2.5 M in hexane, 13.2 mL, 33 mmol). The mixture was stirred for 30 min at −78° C. after which a solution of 1-benzylpyrrolidin-3-one (5.25 g, 30 mmol) in dry diethyl ether (15 mL) was added drop wise. The mixture was stirred at −78° C. for 1 h and at ambient temperature for 1 h. Saturated aqueous ammonium chloride (50 mL) was added and the mixt... The reactants are CS(=O)(=O)N1C[C@H](CCC1)NC1=NC(=NC=C1C=1N=C2C(=NC1)N(C=C2)COCC[Si](C)(C)C)S(=O)(=O)C (((S)-1-methanesulfonyl-piperidin-3-yl)-{2-methanesulfonyl-5-[5-(2-trimethylsilanyl-ethoxymethyl)-5H-pyrrolo[2,3-b]pyrazin-2-yl]-pyrimidin-4-yl}-amine), [OH-].[NH4+] (ammonium hydroxide). Solvent: O1CCOCC1 (dioxane). Run at temperature 90 celsius. Yields the product CS(=O)(=O)N1C[C@H](CCC1)NC1=NC(=NC=C1C=1N=C2C(=NC1)NC=C2)N (N*4*-((S)-1-methanesulfonyl-piperidin-3-yl)-5-(5H-pyrrolo[2,3-b]pyrazin-2-yl)-pyrimidine-2,4-diamine). Reaction SMILES: [CH3:1][S:2]([N:5]1[CH2:10][CH2:9][CH2:8][C@H:7]([NH:11][C:12]2[C:17]([C:18]3[N:19]=[C:20]4[CH:26]=[CH:25][N:24](COCC[Si](C)(C)C)[C:21]4=[N:22][CH:23]=3)=[CH:16][N:15]=[C:14](S(C)(=O)=O)[N:13]=2)[CH2:6]1)(=[O:4])=[O:3].[OH-].[NH4+:40]>O1CCOCC1>[CH3:1][S:2]([N:5]1[CH2:10][CH2:9][CH2:8][C@H:7]([NH:11][C:12]2[C:17]([C:18]3[N:19]=[C:20]4[CH:26]=[CH:25][NH:24][C:21]4=[N:22][CH:23]=3)=[CH:16][N:15]=[C:14]([NH2:40])[N:13]=2)[CH2:6]1)(=[O:3])=[O:4] |f:1.2|. Procedure: A suspension of ((S)-1-methanesulfonyl-piperidin-3-yl)-{2-methanesulfonyl-5-[5-(2-trimethylsilanyl-ethoxymethyl)-5H-pyrrolo[2,3-b]pyrazin-2-yl]-pyrimidin-4-yl}-amine from Example 84, step 1 in ammonium hydroxide in dioxane was heated at 90° C. for 6 hours. The reaction was concentrated and diluted with water and extracted with EtOAc (2×20 ml). The organic layers were dried over MgSO4 and concentrated in vacuo to give a yellow foaming solid. MS (ES+): 561. The de-protection step was similar to st... The reactants are C(C1=CC(C=O)=CC=C1)=O (isophthalaldehyde), C[Si](C)(C)Cl (trimethylsilylchloride), SCCC(=O)OC (methyl 3 -mercaptopropanoate). The solvent is C(Cl)(Cl)Cl (CHCl3). Run at time 1 hour. Yields the product C(=O)C=1C=C(C=CC1)C(SCCC(=O)OC)SCCC(=O)OC (dimethyl 5-(3-formylphenyl)-4,6-dithianonanedioate). As a reaction SMILES: [CH:1](=O)[C:2]1[CH:9]=[CH:8][CH:7]=[C:4]([CH:5]=[O:6])[CH:3]=1.C[Si](Cl)(C)C.[SH:16][CH2:17][CH2:18][C:19]([O:21][CH3:22])=[O:20]>C(Cl)(Cl)Cl>[CH:5]([C:4]1[CH:3]=[C:2]([CH:1]([S:16][CH2:17][CH2:18][C:19]([O:21][CH3:22])=[O:20])[S:16][CH2:17][CH2:18][C:19]([O:21][CH3:22])=[O:20])[CH:9]=[CH:8][CH:7]=1)=[O:6]. Procedure details: To a solution of isophthalaldehyde (5.4 g) in CHCl3 (50 ml) and methyl 3 -mercaptopropanoate (9.2 ml) was added dropwise trimethylsilylchloride (6.5 ml). The reaction mixture was stirred 1 hour at room temperature, quenched with aqueous NH4OAc (25%), and extracted with ethylacetate. Flash chromatography of the residue using 1:1 ethylacetate hexane afforded the title compound. Reactants: FC1=C(C=CC=C1NS(=O)(=O)C1=COC=C1)C=1N=C(SC1C1=NC(=NC=C1)C)C1CCN(CC1)C(=O)OC(C)(C)C (1,1-dimethylethyl 4-[4-{2-fluoro-3-[(3-furanylsulfonyl)amino]phenyl}-5-(2-methyl-4-pyrimidinyl)-1,3-thiazol-2-yl]-1-piperidinecarboxylate), C(=O)(C(F)(F)F)O (TFA). The solvent is ClCCl (dichloromethane). Reaction conditions: time 1 hour. Yields the product FC1=C(C=CC=C1C=1N=C(SC1C1=NC(=NC=C1)C)C1CCNCC1)NS(=O)(=O)C1=COC=C1 (N-{2-fluoro-3-[5-(2-methyl-4-pyrimidinyl)-2-(4-piperidinyl)-1,3-thiazol-4-yl]phenyl}-3-furansulfonamide). The yield is 64.6%. As a reaction SMILES: [F:1][C:2]1[C:7]([NH:8][S:9]([C:12]2[CH:16]=[CH:15][O:14][CH:13]=2)(=[O:11])=[O:10])=[CH:6][CH:5]=[CH:4][C:3]=1[C:17]1[N:18]=[C:19]([CH:29]2[CH2:34][CH2:33][N:32](C(OC(C)(C)C)=O)[CH2:31][CH2:30]2)[S:20][C:21]=1[C:22]1[CH:27]=[CH:26][N:25]=[C:24]([CH3:28])[N:23]=1.C(O)(C(F)(F)F)=O>ClCCl>[F:1][C:2]1[C:3]([C:17]2[N:18]=[C:19]([CH:29]3[CH2:34][CH2:33][NH:32][CH2:31][CH2:30]3)[S:20][C:21]=2[C:22]2[CH:27]=[CH:26][N:25]=[C:24]([CH3:28])[N:23]=2)=[CH:4][CH:5]=[CH:6][C:7]=1[NH:8][S:9]([C:12]1[CH:16]=[CH:15][O:14][CH:13]=1)(=[O:10])=[O:11]. Procedure details: To a solution of 1,1-dimethylethyl 4-[4-{2-fluoro-3-[(3-furanylsulfonyl)amino]phenyl}-5-(2-methyl-4-pyrimidinyl)-1,3-thiazol-2-yl]-1-piperidinecarboxylate (115 mg, 0.192 mmol) in dichloromethane (2 mL) was added TFA (0.015 mL, 0.192 mmol), and the reaction mixture was stirred for 1 h. The reaction mixture was concentrated and the residue was purified using RP-HPLC. The TFA salt was neutralized to give 62 mg of the title compound. MS (ESI): 500.3 [M+1]+.